Dataset: the Open Reaction Database (ORD), a public repository of structured organic reaction records. Task: describe an organic reaction: reactants, conditions, products, and yield Starting materials: O=[N+]([O-])c1cnc(Cl)cc1Nc1ccccc1, [H-], [Na+], CN(C)C=O, O, CC(=O)Nc1cccc(O)c1. The product is CC(=O)Nc1cccc(Oc2cc(Nc3ccccc3)c([N+](=O)[O-])cn2)c1. As a reaction SMILES: [Cl:14][c:15]1[n:16][cH:17][c:18]([N+:28](=[O:29])[O-:30])[c:19]([NH:21][c:22]2[cH:23][cH:24][cH:25][cH:26][cH:27]2)[cH:20]1.[H-:1].[Na+:2].[O:32]=[CH:33][N:34]([CH3:35])[CH3:36].[OH2:31].[OH:3][c:4]1[cH:5][c:6]([NH:10][C:11]([CH3:12])=[O:13])[cH:7][cH:8][cH:9]1>>[O:3]([c:4]1[cH:5][c:6]([NH:10][C:11]([CH3:12])=[O:13])[cH:7][cH:8][cH:9]1)[c:15]1[n:16][cH:17][c:18]([N+:28](=[O:29])[O-:30])[c:19]([NH:21][c:22]2[cH:23][cH:24][cH:25][cH:26][cH:27]2)[cH:20]1. The reactants are C(CCCCCC)[C@H]1C(O[C@H](C1)CSC(C1=CC=CC=C1)(C1=CC=CC=C1)C1=CC=CC=C1)=O ((3R,5R)-3-Heptyl-5-tritylsulfanylmethyl-dihydrofuran-2-one), [OH-].[Na+] (NaOH), Cl (HCl). Solvent: O (H2O), CO (methanol). Run at time 1 hour. Product: O[C@H](C[C@H](C(=O)O)CCCCCCC)CSC(C1=CC=CC=C1)(C1=CC=CC=C1)C1=CC=CC=C1 ((2R)-2-((2R)-2-Hydroxy-3-tritylsulfanylpropyl)nonanoic acid). Reaction SMILES: [CH2:1]([C@@H:8]1[CH2:12][C@H:11]([CH2:13][S:14][C:15]([C:28]2[CH:33]=[CH:32][CH:31]=[CH:30][CH:29]=2)([C:22]2[CH:27]=[CH:26][CH:25]=[CH:24][CH:23]=2)[C:16]2[CH:21]=[CH:20][CH:19]=[CH:18][CH:17]=2)[O:10][C:9]1=[O:34])[CH2:2][CH2:3][CH2:4][CH2:5][CH2:6][CH3:7].[OH-:35].[Na+].Cl>CO.O>[OH:35][C@@H:11]([CH2:13][S:14][C:15]([C:28]1[CH:33]=[CH:32][CH:31]=[CH:30][CH:29]=1)([C:16]1[CH:21]=[CH:20][CH:19]=[CH:18][CH:17]=1)[C:22]1[CH:23]=[CH:24][CH:25]=[CH:26][CH:27]=1)[CH2:12][C@@H:8]([CH2:1][CH2:2][CH2:3][CH2:4][CH2:5][CH2:6][CH3:7])[C:9]([OH:10])=[O:34] |f:1.2|. Reported procedure: To a solution of 3.72 g (7.88 mmol) of the product of Example 17 in 100 mL of methanol (1:1) at room temperature was added 16.7 mL of 1.0N NaOH solution. The reaction was stirred at room temperature for 1 h and then diluted with 100 mL of H2O and carefully acidified to pH 6 with 5% HCl solution. The resulting mixture was extracted with EtOAc and the combined organic layers were washed with water and brine, dried over MgSO4, filtered and concentrated in vacuo. The residue, 3.72 g (100%) of the cr...